Dataset: the Open Reaction Database (ORD), a public repository of structured organic reaction records. Task: describe an organic reaction: reactants, conditions, products, and yield The reactants are C([O-])([O-])=O.[K+].[K+] (Potassium carbonate), NC1=CC=C2CCCN(C2=C1)CCN(C(C)C)C(C)C (7-Amino-1-(2-diisopropylaminoethyl)-1,2,3,4-tetrahydroquinoline), C1(=CC=C(C=C1)C(=O)Cl)C1=CC=CC=C1 (4-biphenylcarbonyl chloride), N1=CC=CC=C1 (pyridine). Solvent: C(Cl)Cl (DCM). The product is C(C)(C)N(CCN1CCCC2=CC=C(C=C12)NC(=O)C1=CC=C(C=C1)C1=CC=CC=C1)C(C)C (N-[1-(2-Diisopropylaminoethyl)-1,2,3,4-tetrahydroquinolin-7-yl]-1,1′-biphenyl-4-carboxamide). As a reaction SMILES: [NH2:1][C:2]1[CH:11]=[C:10]2[C:5]([CH2:6][CH2:7][CH2:8][N:9]2[CH2:12][CH2:13][N:14]([CH:18]([CH3:20])[CH3:19])[CH:15]([CH3:17])[CH3:16])=[CH:4][CH:3]=1.[C:21]1([C:30]2[CH:35]=[CH:34][CH:33]=[CH:32][CH:31]=2)[CH:26]=[CH:25][C:24]([C:27](Cl)=[O:28])=[CH:23][CH:22]=1.N1C=CC=CC=1.C(=O)([O-])[O-].[K+].[K+]>C(Cl)Cl>[CH:15]([N:14]([CH:18]([CH3:20])[CH3:19])[CH2:13][CH2:12][N:9]1[C:10]2[C:5](=[CH:4][CH:3]=[C:2]([NH:1][C:27]([C:24]3[CH:25]=[CH:26][C:21]([C:30]4[CH:31]=[CH:32][CH:33]=[CH:34][CH:35]=4)=[CH:22][CH:23]=3)=[O:28])[CH:11]=2)[CH2:6][CH2:7][CH2:8]1)([CH3:16])[CH3:17] |f:3.4.5|. Reported procedure: 7-Amino-1-(2-diisopropylaminoethyl)-1,2,3,4-tetrahydroquinoline (D15) (100 mg, 0.36 mmol), 4-biphenylcarbonyl chloride (258 mg, 1.11 mmol) and pyridine (0.5 ml, 6.2 mmol) in DCM (5 ml) were stirred at room temperatue for 4 hours. 10% Potassium carbonate solution was then added and the mixture extracted with DCM which was dried over MgSO4 and concentrated in vacuo to give the crude product. Purification by flash column chromatography eluting with 0-5% methanol/DCM gave the title compound as an of... Starting materials: [Si](C)(C)(C(C)(C)C)OCC=1C=C2CCCN(C2=NC1C(OC)OC)C(=O)NC1=NC=C(C(=C1)N[C@@H]1[C@H]2CC[C@@H]([C@@H]1CO[Si](CC)(CC)CC)C2)C#N (Racemic 6-(((tert-butyldimethylsilyl)oxy)methyl)-N-(5-cyano-4-(((1S*,2R*,3S*,4R*)-3-(((triethylsilyl)oxy)methyl)bicyclo[2.2.1]heptan-2-yl)amino)pyridin-2-yl)-7-(dimethoxymethyl)-3,4-dihydro-1,8-naphthyridine-1(2H)-carboxamide), intermediate, O (water), Cl (HCl). Run in C1CCOC1 (THF). Reaction conditions: time 30 hour. The product is C(#N)C=1C(=CC(=NC1)NC(=O)N1CCCC2=CC(=C(N=C12)C=O)CO)N[C@@H]1[C@H]2CC[C@@H]([C@@H]1CO)C2 ((racemic) N-(5-cyano-4-(((1S*,2R*,3S*,4R*)-3-(hydroxymethyl)bicyclo[2.2.1]heptan-2-yl)amino)pyridin-2-yl)-7-formyl-6-(hydroxymethyl)-3,4-dihydro-1,8-naphthyridine-1(2H)-carboxamide). As a reaction SMILES: [Si]([O:8][CH2:9][C:10]1[CH:11]=[C:12]2[C:17](=[N:18][C:19]=1[CH:20](OC)[O:21]C)[N:16]([C:25]([NH:27][C:28]1[CH:33]=[C:32]([NH:34][C@H:35]3[C@@H:40]([CH2:41][O:42][Si](CC)(CC)CC)[C@H:39]4[CH2:50][C@@H:36]3[CH2:37][CH2:38]4)[C:31]([C:51]#[N:52])=[CH:30][N:29]=1)=[O:26])[CH2:15][CH2:14][CH2:13]2)(C(C)(C)C)(C)C.O.Cl>C1COCC1>[C:51]([C:31]1[C:32]([NH:34][C@H:35]2[C@@H:40]([CH2:41][OH:42])[C@H:39]3[CH2:50][C@@H:36]2[CH2:37][CH2:38]3)=[CH:33][C:28]([NH:27][C:25]([N:16]2[C:17]3[C:12](=[CH:11][C:10]([CH2:9][OH:8])=[C:19]([CH:20]=[O:21])[N:18]=3)[CH2:13][CH2:14][CH2:15]2)=[O:26])=[N:29][CH:30]=1)#[N:52]. Procedure: Racemic 6-(((tert-butyldimethylsilyl)oxy)methyl)-N-(5-cyano-4-(((1S*,2R*,3S*,4R*)-3-(((triethylsilyl)oxy)methyl)bicyclo[2.2.1]heptan-2-yl)amino)pyridin-2-yl)-7-(dimethoxymethyl)-3,4-dihydro-1,8-naphthyridine-1(2H)-carboxamide (intermediate 37N, 64 mg, 0.085 mmol) was dissolved in THF (2 ml) and water (1 ml) and treated with conc. HCl (0.28 ml). The reaction mixture was stirred 30 h at room temperature. The reaction mixture was then quenched with sat. aq. NaHCO3 and extracted 3× with DCM. The org... The reactants are CCOC(=O)C (EtOAc), Cl.CN(CCCN=C=NCC)C (1-(3-dimethylaminopropyl)-3-ethylcarbodiimide hydrochloride), OC1=CC(=CC=2OC([C@H]3[C@H](C21)CC(=CC3)C(=O)O)(C)C)CCCCC ((6aR,10aR)-6a,7,10,10a-Tetrahydro-1-hydroxy-6,6-dimethyl-3-pentyl-6H-dibenzo[b,d]pyran-9-carboxylic acid), ON1C(CCC1=O)=O (N-hydroxysuccinimide). The solvent is C(Cl)Cl (CH2Cl2). The product is OC1=CC(=CC=2OC([C@H]3[C@H](C21)CC(=CC3)C(=O)ON3C(CCC3=O)=O)(C)C)CCCCC ((6aR,10aR)-1-[[(6a,7,10,10a-Tetrahydro-1-hydroxy-6,6-dimethyl-3-pentyl-6H-dibenzo[b,d]pyran-9-yl)carbonyl]oxy]-2,5-pyrrolidinedione). RXN SMILES: Cl.CN(C)CCCN=C=NCC.[OH:13][C:14]1[C:23]2[C@@H:22]3[CH2:24][C:25]([C:28]([OH:30])=[O:29])=[CH:26][CH2:27][C@H:21]3[C:20]([CH3:32])([CH3:31])[O:19][C:18]=2[CH:17]=[C:16]([CH2:33][CH2:34][CH2:35][CH2:36][CH3:37])[CH:15]=1.O[N:39]1[C:43](=[O:44])[CH2:42][CH2:41][C:40]1=[O:45].CCOC(C)=O>C(Cl)Cl>[OH:13][C:14]1[C:23]2[C@@H:22]3[CH2:24][C:25]([C:28]([O:30][N:39]4[C:43](=[O:44])[CH2:42][CH2:41][C:40]4=[O:45])=[O:29])=[CH:26][CH2:27][C@H:21]3[C:20]([CH3:31])([CH3:32])[O:19][C:18]=2[CH:17]=[C:16]([CH2:33][CH2:34][CH2:35][CH2:36][CH3:37])[CH:15]=1 |f:0.1|. Procedure: In an alternate approach, 2 equivalents of 1-(3-dimethylaminopropyl)-3-ethylcarbodiimide hydrochloride (EDC-HCl) as the coupling reagent in the reaction of (XI) were mixed with 1.5 equivalents of N-hydroxysuccinimide in CH2Cl2 at reflux for 24 h. Dilution of the resulting reaction mixture with EtOAc, washing with water, saturated NaHCO3, saturated NaCl, drying over Na2SO4 and evaporation in vacuo then gave a gum. This was subjected to chromatography on silica, eluting with EtOAc-hexanes (1:1) to... Reactants: ClC1=CC(=CC2=C1SC(=C2)C(=O)O)[N+](=O)[O-] (7-chloro-5-nitro-benzo[b]thiophene-2-carboxylic acid). Reagents/catalysts: [Cu] (copper). Solvent: N1=CC=CC2=CC=CC=C12 (quinoline). Reaction conditions: temperature 200 celsius. Product: ClC1=CC(=CC2=C1SC=C2)[N+](=O)[O-] (7-chloro-5-nitro-benzo[b]thiophene). RXN SMILES: [Cl:1][C:2]1[C:7]2[S:8][C:9](C(O)=O)=[CH:10][C:6]=2[CH:5]=[C:4]([N+:14]([O-:16])=[O:15])[CH:3]=1>N1C2C(=CC=CC=2)C=CC=1.[Cu]>[Cl:1][C:2]1[C:7]2[S:8][CH:9]=[CH:10][C:6]=2[CH:5]=[C:4]([N+:14]([O-:16])=[O:15])[CH:3]=1. Reported procedure: To the suspension of acid (12.9 g, 0.05 mol) from step 2 in quinoline (200 ml) was added copper powder (5.2 g, 0.08 mol) and the mixture was heated at 200° C. for 2 h. The reaction mixture was cooled and extracted in ether. The ethereal layer was washed with 50% HCl, brine and dried over sodium sulphate and concentrated to yield 7-chloro-5-nitro-benzo[b]thiophene, 6.2 g which was used as such in Step 4, MS m/z 213 (M+). Starting materials: C(C(=O)O)(=O)O (oxalic acid), C(CC)N1CC(CCC1)C1=CC(=C(C=C1)OC(C)=O)OC(C)=O (N-propyl-3-(3',4'-diacetoxyphenyl)-piperidine). The solvent is C(C)(C)O (isopropanol), C(C)(C)O (isopropanol). The product is C(C(=O)O)(=O)O.C(CC)N1CC(CCC1)C1=CC(=C(C=C1)OC(C)=O)OC(C)=O (N-propyl-3-(3',4'-diacetoxyphenyl)-piperidine oxalate). Isolated yield 93.6%. Reaction SMILES: [C:1]([OH:6])(=[O:5])[C:2]([OH:4])=[O:3].[CH2:7]([N:10]1[CH2:15][CH2:14][CH2:13][CH:12]([C:16]2[CH:21]=[CH:20][C:19]([O:22][C:23](=[O:25])[CH3:24])=[C:18]([O:26][C:27](=[O:29])[CH3:28])[CH:17]=2)[CH2:11]1)[CH2:8][CH3:9]>C(O)(C)C>[C:1]([OH:6])(=[O:5])[C:2]([OH:4])=[O:3].[CH2:7]([N:10]1[CH2:15][CH2:14][CH2:13][CH:12]([C:16]2[CH:21]=[CH:20][C:19]([O:22][C:23](=[O:25])[CH3:24])=[C:18]([O:26][C:27](=[O:29])[CH3:28])[CH:17]=2)[CH2:11]1)[CH2:8][CH3:9] |f:3.4|. Procedure: A solution of 1.4 g of oxalic acid in 20 ml of isopropanol was added to a solution of 3.5 g of the product of Step A in 20 ml of isopropanol and the mixture was held at 0° C for a few hours and was then vacuum filtered. The crystals were washed with isopropanol and were crystallized from isopropanol to obtain 4.2 g of N-propyl-3-(3',4'-diacetoxyphenyl)-piperidine oxalate melting at 150° C.